From a dataset of the Open Reaction Database (ORD), a public repository of structured organic reaction records. describe an organic reaction: reactants, conditions, products, and yield The reactants are CC(C)(C)[Si](OC[C@@H]1CN2C(C=CC=3N=CC(N1C23)=O)=O)(C)C ((2S)-2-({[(1,1-dimethylethyl)(dimethyl)silyl]oxy}methyl)-1,2-dihydro-3H,8H-2a,5,8a-triazaacenaphthylene-3,8-dione), resin. The solvent is CO (MeOH). Conditions: time 15 hour. Product: OC[C@@H]1CN2C(C=CC=3N=CC(N1C23)=O)=O ((2S)-2-(hydroxymethyl)-1,2-dihydro-3H,8H-2a,5,8a-triazaacenaphthylene-3,8-dione). The yield is 94.5%. RXN SMILES: CC([Si](C)(C)[O:6][CH2:7][C@H:8]1[N:18]2[C:19]3[N:10]([C:11](=[O:21])[CH:12]=[CH:13][C:14]=3[N:15]=[CH:16][C:17]2=[O:20])[CH2:9]1)(C)C>CO>[OH:6][CH2:7][C@H:8]1[N:18]2[C:19]3[N:10]([C:11](=[O:21])[CH:12]=[CH:13][C:14]=3[N:15]=[CH:16][C:17]2=[O:20])[CH2:9]1. Reported procedure: A suspension of (2S)-2-({[(1,1-dimethylethyl)(dimethyl)silyl]oxy}methyl)-1,2-dihydro-3H,8H-2a,5,8a-triazaacenaphthylene-3,8-dione (42.6 g, 128 mmol) and Dowex 50X2-200 ion exchange resin (50 g, 128 mmol) in MeOH (1000 mL) was stirred at room temperature for 15 h. The reaction mixture was filtered to give (2S)-2-(hydroxymethyl)-1,2-dihydro-3H,8H-2a,5,8a-triazaacenaphthylene-3,8-dione (26.55 g, 121 mmol, 95%). Starting materials: BrCCCOC1CCCCO1, [Li]CCCC, CN1c2ccccc2Nc2ccccc2S1(=O)=O, C1CCOC1. Yields the product CN1c2ccccc2N(CCCOC2CCCCO2)c2ccccc2S1(=O)=O. RXN SMILES: [Br:24][CH2:25][CH2:26][CH2:27][O:28][CH:29]1[O:30][CH2:31][CH2:32][CH2:33][CH2:34]1.[CH2:19]([Li:20])[CH2:21][CH2:22][CH3:23].[CH3:1][N:2]1[S:3](=[O:17])(=[O:18])[c:4]2[c:5]([cH:13][cH:14][cH:15][cH:16]2)[NH:6][c:7]2[c:8]1[cH:9][cH:10][cH:11][cH:12]2.[O:35]1[CH2:36][CH2:37][CH2:38][CH2:39]1>>[CH3:1][N:2]1[S:3](=[O:17])(=[O:18])[c:4]2[c:5]([cH:13][cH:14][cH:15][cH:16]2)[N:6]([CH2:25][CH2:26][CH2:27][O:28][CH:29]2[O:30][CH2:31][CH2:32][CH2:33][CH2:34]2)[c:7]2[c:8]1[cH:9][cH:10][cH:11][cH:12]2. Starting materials: Cl.N1=C(C=CC=C1)CC(=O)O (2-(pyridin-2-yl)acetic acid hydrochloride), N[C@H](C(=O)NC1=CC=C(C=C1)OC1=CC=C(C=C1)F)COCC1=CC=CC=C1 ((S)-2-amino-3-(benzyloxy)-N-(4-(4-fluorophenoxy)phenyl)propanamide). Yields the product Compound 246, C(C1=CC=CC=C1)OC[C@@H](C(=O)NC1=CC=C(C=C1)OC1=CC=C(C=C1)F)NC(CC1=NC=CC=C1)=O ((S)-3-(benzyloxy)-N-(4-(4-fluorophenoxy)phenyl)-2-(2-(pyridin-2-yl)acetamido)propanamide). Yield: 50.0%. Reaction SMILES: Cl.[N:2]1[CH:7]=[CH:6][CH:5]=[CH:4][C:3]=1[CH2:8][C:9]([OH:11])=O.[NH2:12][C@@H:13]([CH2:31][O:32][CH2:33][C:34]1[CH:39]=[CH:38][CH:37]=[CH:36][CH:35]=1)[C:14]([NH:16][C:17]1[CH:22]=[CH:21][C:20]([O:23][C:24]2[CH:29]=[CH:28][C:27]([F:30])=[CH:26][CH:25]=2)=[CH:19][CH:18]=1)=[O:15]>>[CH2:33]([O:32][CH2:31][C@H:13]([NH:12][C:9](=[O:11])[CH2:8][C:3]1[CH:4]=[CH:5][CH:6]=[CH:7][N:2]=1)[C:14]([NH:16][C:17]1[CH:22]=[CH:21][C:20]([O:23][C:24]2[CH:29]=[CH:28][C:27]([F:30])=[CH:26][CH:25]=2)=[CH:19][CH:18]=1)=[O:15])[C:34]1[CH:39]=[CH:38][CH:37]=[CH:36][CH:35]=1 |f:0.1|. Procedure: Proceeding as in Example 1, but substituting 2-(pyridin-2-yl)acetic acid hydrochloride and (S)-2-amino-3-(benzyloxy)-N-(4-(4-fluorophenoxy)phenyl)propanamide, gave Compound 246, (S)-3-(benzyloxy)-N-(4-(4-fluorophenoxy)phenyl)-2-(2-(pyridin-2-yl)acetamido)propanamide (3 mg, 50%). MS (EI) for C29H26FN3O4. found 500.5 (MH+).